This data is from the Open Reaction Database (ORD), a public repository of structured organic reaction records. The task is: describe an organic reaction: reactants, conditions, products, and yield Starting materials: NC1=C2C(=NC=N1)N(N=C2C)C(C)C=2C(=C(C(=C(C2)Cl)C)C2CN(C2)[C@@H](C(=O)OC)C)OC (Methyl (2R)-2-(3-{3-[1-(4-amino-3-methyl-1H-pyrazolo[3,4-d]pyrimidin-1-yl)ethyl]-5-chloro-2-methoxy-6-methylphenyl}azetidin-1-yl)propanoate), NC1=C2C(=NC=N1)N(N=C2C)C(C)C=2C(=C(C(=C(C2)Cl)C)C2CN(C2)[C@@H](C(=O)OC)C)OC (Methyl (2R)-2-(3-{3-[1-(4-amino-3-methyl-1H-pyrazolo[3,4-d]pyrimidin-1-yl)ethyl]-5-chloro-2-methoxy-6-methylphenyl}azetidin-1-yl)propanoate), [OH-].[Li+] (lithium hydroxide). The solvent is C(C)#N (acetonitrile), O (water), C(C)(=O)OCC (ethyl acetate), Cl (HCl). Run at time 8 hour. The product is NC1=C2C(=NC=N1)N(N=C2C)C(C)C=2C(=C(C(=C(C2)Cl)C)C2CN(C2)[C@@H](C(=O)O)C)OC ((2R)-2-(3-{3-[1-(4-Amino-3-methyl-1H-pyrazolo[3,4-d]pyrimidin-1-yl)ethyl]-5-chloro-2-methoxy-6-methylphenyl}azetidin-1-yl)propanoic acid). The yield is 82.3%. Reaction SMILES: [NH2:1][C:2]1[N:7]=[CH:6][N:5]=[C:4]2[N:8]([CH:12]([C:14]3[C:15]([O:32][CH3:33])=[C:16]([CH:22]4[CH2:25][N:24]([C@H:26]([CH3:31])[C:27]([O:29]C)=[O:28])[CH2:23]4)[C:17]([CH3:21])=[C:18]([Cl:20])[CH:19]=3)[CH3:13])[N:9]=[C:10]([CH3:11])[C:3]=12.[OH-].[Li+]>C(#N)C.O.C(OCC)(=O)C.Cl>[NH2:1][C:2]1[N:7]=[CH:6][N:5]=[C:4]2[N:8]([CH:12]([C:14]3[C:15]([O:32][CH3:33])=[C:16]([CH:22]4[CH2:25][N:24]([C@H:26]([CH3:31])[C:27]([OH:29])=[O:28])[CH2:23]4)[C:17]([CH3:21])=[C:18]([Cl:20])[CH:19]=3)[CH3:13])[N:9]=[C:10]([CH3:11])[C:3]=12 |f:1.2|. Procedure: To a solution of methyl (2R)-2-(3-{3-[1-(4-amino-3-methyl-1H-pyrazolo[3,4-d]pyrimidin-1-yl)ethyl]-5-chloro-2-methoxy-6-methylphenyl}azetidin-1-yl)propanoate (chiral intermediate from example 156 step 2) (13 mg, 0.027 mmol) in acetonitrile (0.6 mL) and water (0.2 mL) was added lithium hydroxide (2.4 mg, 0.10 mmol). The reaction mixture was stirred at room temperature overnight. The reaction solution was diluted with ethyl acetate and 1 M HCl solution. The organic layer was separated and dried ove...